This data is from the Open Reaction Database (ORD), a public repository of structured organic reaction records. The task is: describe an organic reaction: reactants, conditions, products, and yield Starting materials: COCc1cc(Br)cs1, CON(C)C(=O)C1CCN(C(=O)OC(C)(C)C)CC1, CC(C)[N-]C(C)C, [Li+], C1CCOC1. Product: COCc1cc(Br)c(C(=O)C2CCN(C(=O)OC(C)(C)C)CC2)s1. RXN SMILES: [Br:9][c:10]1[cH:11][c:12]([CH2:15][O:16][CH3:17])[s:13][cH:14]1.[C:18]([CH3:19])([CH3:20])([CH3:21])[O:22][C:23](=[O:24])[N:25]1[CH2:26][CH2:27][CH:28]([C:31]([N:32]([O:33][CH3:34])[CH3:35])=[O:36])[CH2:29][CH2:30]1.[CH:1]([N-:2][CH:3]([CH3:4])[CH3:5])([CH3:6])[CH3:7].[Li+:8].[O:37]1[CH2:38][CH2:39][CH2:40][CH2:41]1>>[Br:9][c:10]1[cH:11][c:12]([CH2:15][O:16][CH3:17])[s:13][c:14]1[C:31]([CH:28]1[CH2:27][CH2:26][N:25]([C:23]([O:22][C:18]([CH3:19])([CH3:20])[CH3:21])=[O:24])[CH2:30][CH2:29]1)=[O:36]. The reactants are C(#N)[BH3-].[Na+] (sodium cyanoborohydride), C(C1=CC=CC=C1)(C1=CC=CC=C1)OC(=O)C1=C(CS[C@H]2N1C([C@H]2NC(COC2=CC=CC=C2)=O)=O)N2CCOCC2 (7β-phenoxyacetylamino-3-morpholino-3-cephem-4-carboxylic acid benzhydryl ester), C(=O)O (formic acid). Run in O1CCCC1 (tetrahydrofurane), C(Cl)Cl (methylene chloride), C(C)(=O)O (acetic acid), C(Cl)Cl (methylene chloride). Reaction conditions: time 16 hour. Product: C(C1=CC=CC=C1)(C1=CC=CC=C1)OC(=O)C1=CCS[C@H]2N1C([C@H]2NC(COC2=CC=CC=C2)=O)=O (7β-phenoxyacetylamino-3-cephem-4-carboxylic acid benzhydryl ester). As a reaction SMILES: C([BH3-])#N.[Na+].[CH:5]([O:18][C:19]([C:21]1[N:26]2[C:27](=[O:40])[C@@H:28]([NH:29][C:30](=[O:39])[CH2:31][O:32][C:33]3[CH:38]=[CH:37][CH:36]=[CH:35][CH:34]=3)[C@H:25]2[S:24][CH2:23][C:22]=1N1CCOCC1)=[O:20])([C:12]1[CH:17]=[CH:16][CH:15]=[CH:14][CH:13]=1)[C:6]1[CH:11]=[CH:10][CH:9]=[CH:8][CH:7]=1.C(O)=O>O1CCCC1.C(Cl)Cl.C(O)(=O)C>[CH:5]([O:18][C:19]([C:21]1[N:26]2[C:27](=[O:40])[C@@H:28]([NH:29][C:30](=[O:39])[CH2:31][O:32][C:33]3[CH:38]=[CH:37][CH:36]=[CH:35][CH:34]=3)[C@H:25]2[S:24][CH2:23][CH:22]=1)=[O:20])([C:12]1[CH:13]=[CH:14][CH:15]=[CH:16][CH:17]=1)[C:6]1[CH:7]=[CH:8][CH:9]=[CH:10][CH:11]=1 |f:0.1|. Procedure details: A solution of 1.05 g of sodium cyanoborohydride in 30 ml of tetrahydrofurane is added dropwise over 20 minutes to a solution of 5.86 g (10 mmols) of 7β-phenoxyacetylamino-3-morpholino-3-cephem-4-carboxylic acid benzhydryl ester in 50 ml of methylene chloride and 50 ml of glacial acetic acid, whereupon vigorous evolution of gas occurs. Then 20 ml of formic acid are added and the reaction mixture is stirred for 16 hours at room temperature. For working up, the reaction mixture is diluted with 300 ... The reactants are C(C)(C)C1=CC=C(C=C1)C1=NN(C(O1)=O)CC1=CC=C(C(=O)OC)C=C1 (Methyl 4-{[5-(4-isopropylphenyl)-2-oxo-1,3,4-oxadiazol-3(2H)-yl]methyl}benzoate), [I-].[Li+] (lithium iodide). The solvent is N1=CC=CC=C1 (pyridine), O (water). Product: desired product, C(C)(C)C1=CC=C(C=C1)C1=NN(C(O1)=O)CC1=CC=C(C(=O)O)C=C1 (4-{[5-(4-isopropylphenyl)-2-oxo-1,3,4-oxadiazol-3(2H)-yl]methyl}benzoic acid). The yield is 65.4%. As a reaction SMILES: [CH:1]([C:4]1[CH:9]=[CH:8][C:7]([C:10]2[O:14][C:13](=[O:15])[N:12]([CH2:16][C:17]3[CH:26]=[CH:25][C:20]([C:21]([O:23]C)=[O:22])=[CH:19][CH:18]=3)[N:11]=2)=[CH:6][CH:5]=1)([CH3:3])[CH3:2].[I-].[Li+]>N1C=CC=CC=1.O>[CH:1]([C:4]1[CH:5]=[CH:6][C:7]([C:10]2[O:14][C:13](=[O:15])[N:12]([CH2:16][C:17]3[CH:18]=[CH:19][C:20]([C:21]([OH:23])=[O:22])=[CH:25][CH:26]=3)[N:11]=2)=[CH:8][CH:9]=1)([CH3:3])[CH3:2] |f:1.2|. Procedure: Methyl 4-{[5-(4-isopropylphenyl)-2-oxo-1,3,4-oxadiazol-3(2H)-yl]methyl}benzoate (50 mg, 0.14 mmol) is refluxed with lithium iodide (0.19 g, 1.4 mmol) in pyridine (5 mL) for 48 h and the mixture is diluted with water (30 mL) after cooling to room temperature. The precipitate is collected by filtration, washed with dichloromethane and dried in the air to furnish the desired product 4-{[5-(4-isopropylphenyl)-2-oxo-1,3,4-oxadiazol-3(2H)-yl]methyl}benzoic acid (31 mg, 66%), m.p. 217-219° C. 1H NMR (C... The reactants are CN(C(=O)Cl)C(C(C)C)C=1C(=NC=NC1)C(F)(F)F (N-methyl-N-(2-methyl-1-(4-trifluoromethyl-pyrimidin-5-yl)-propyl]-carbamoyl chloride), ClC1=CC=C(CNC)C=C1 ((4-chlorobenzyl)-methylamine), O (water). Solvent: N1=CC=CC=C1 (pyridine). Reaction conditions: time 10 hour. Yields the product ClC1=CC=C(CN(C(=O)N(C(C(C)C)C=2C(=NC=NC2)C(F)(F)F)C)C)C=C1 (1-(4-chlorobenzyl)-1,3-dimethyl-3-[2-methyl-1-(4-trifluoromethyl-pyrimidin-5-yl)-propyl]-urea). The yield is 53.0%. As a reaction SMILES: [Cl:1][C:2]1[CH:10]=[CH:9][C:5]([CH2:6][NH:7][CH3:8])=[CH:4][CH:3]=1.[CH3:11][N:12]([CH:16]([C:20]1[C:21]([C:26]([F:29])([F:28])[F:27])=[N:22][CH:23]=[N:24][CH:25]=1)[CH:17]([CH3:19])[CH3:18])[C:13](Cl)=[O:14].O>N1C=CC=CC=1>[Cl:1][C:2]1[CH:10]=[CH:9][C:5]([CH2:6][N:7]([CH3:8])[C:13]([N:12]([CH3:11])[CH:16]([C:20]2[C:21]([C:26]([F:29])([F:28])[F:27])=[N:22][CH:23]=[N:24][CH:25]=2)[CH:17]([CH3:19])[CH3:18])=[O:14])=[CH:4][CH:3]=1. Reported procedure: 0.16 g (1.0 mmol) of (4-chlorobenzyl)-methylamine was dissolved in 30 ml of pyridine, and 0.3 g (1.0 mmol) of N-methyl-N-(2-methyl-1-(4-trifluoromethyl-pyrimidin-5-yl)-propyl]-carbamoyl chloride was dropwise added, followed by stirring at room temperature for 10 hours. To the reaction solution, 50 ml of water was added, followed by extraction with diethyl ether. The obtained organic phase was washed twice with 30 ml of a dilute citric acid aqueous solution, followed by drying over anhydrous magn... Starting materials: C(C)OC(C1=CC(=C(C(=C1)Cl)N)Cl)=O (4-Amino-3,5-dichlorobenzoic acid ethyl ester), SCC(=O)O (mercaptoacetic acid), CS(=O)(=O)O (methanesulfonic acid), N(=O)OCCC(C)C (3-Methylbutyl nitrite). Solvent: C(C)(=O)O (acetic acid), ClCCl (dichloromethane). Conditions: time 30 minute. Product: C(C)OC(C1=CC(=C(C(=C1)Cl)SCC(=O)O)Cl)=O (3,5-Dichloro-4-[(carboxymethyl)thio]benzoic acid ethyl ester). Reaction SMILES: [CH2:1]([O:3][C:4](=[O:14])[C:5]1[CH:10]=[C:9]([Cl:11])[C:8](N)=[C:7]([Cl:13])[CH:6]=1)[CH3:2].CS(O)(=O)=O.N(OCCC(C)C)=O.[SH:28][CH2:29][C:30]([OH:32])=[O:31]>C(O)(=O)C.ClCCl>[CH2:1]([O:3][C:4](=[O:14])[C:5]1[CH:10]=[C:9]([Cl:11])[C:8]([S:28][CH2:29][C:30]([OH:32])=[O:31])=[C:7]([Cl:13])[CH:6]=1)[CH3:2]. Reported procedure: 4-Amino-3,5-dichlorobenzoic acid ethyl ester (17.7 g) was dissolved in a mixture of acetic acid (75 mL) and dichloromethane (75 mL) and then methanesulfonic acid (22 mL) was added. 3-Methylbutyl nitrite (10 mL) was added to the solution while the temperature was kept at 0-5° C. After 30 min, mercaptoacetic acid (38 mL) was added at 0-5° C. Then a part of the dichloromethane was removed by distillation which was stopped when the internal temperature of the mixture was 80° C. and this temperature ... Reactants: C(C(C)C)#N (Isobutyronitrile), C[N-]C.[Li+] (lithium dimethylamide), BrCCCCl (1-bromo-3-chloropropane). The solvent is hexanes, CCCCCC (hexane). Product: ClCCCC(C#N)(C)C (5-Chloro-2,2-dimethylPentanenitrile). The yield is 90.9%. Reaction SMILES: [C:1](#[N:5])[CH:2]([CH3:4])[CH3:3].C[N-]C.[Li+].Br[CH2:11][CH2:12][CH2:13][Cl:14]>CCCCCC>[Cl:14][CH2:13][CH2:12][CH2:11][C:2]([CH3:4])([CH3:3])[C:1]#[N:5] |f:1.2|. Procedure details: Isobutyronitrile (9.9 g, 0.143 mole) is added dropwise to a suspension of lithium dimethylamide (7.3 g, 0.143 mole) in hexanes. The resultant anion solution is added to a solution of 1-bromo-3-chloropropane (24.8 g, 0.16 mole) in hexane at 5° to 10° C., warmed to room temperature, and quenched with water. The phases are separated and the organic phase is concentrated in vacuo to afford the title product as a yellow oil, 19.0 g(80% pure, 90.9% yield), identified via gas chromatography.